Dataset: the Open Reaction Database (ORD), a public repository of structured organic reaction records. Task: describe an organic reaction: reactants, conditions, products, and yield The reactants are FC=1C=C(C=CC1[N+](=O)[O-])O (3-fluoro-4-nitrophenol), BrC(C(=O)OC)CCBr (methyl 2,4-dibromobutyrate), C([O-])([O-])=O.[K+].[K+] (potassium carbonate), Cl (hydrochloric acid). The solvent is CN(C=O)C (N,N-dimethylformamide). Conditions: time 3 hour. The product is COC(C(CCBr)OC1=CC(=C(C=C1)[N+](=O)[O-])F)=O (4-Bromo-2-(3-fluoro-4-nitro-phenoxy)-butyric acid methyl ester). Yield: 64.0%. Reaction SMILES: [F:1][C:2]1[CH:3]=[C:4]([OH:11])[CH:5]=[CH:6][C:7]=1[N+:8]([O-:10])=[O:9].Br[CH:13]([CH2:18][CH2:19][Br:20])[C:14]([O:16][CH3:17])=[O:15].C(=O)([O-])[O-].[K+].[K+].Cl>CN(C)C=O>[CH3:17][O:16][C:14](=[O:15])[CH:13]([O:11][C:4]1[CH:5]=[CH:6][C:7]([N+:8]([O-:10])=[O:9])=[C:2]([F:1])[CH:3]=1)[CH2:18][CH2:19][Br:20] |f:2.3.4|. Reported procedure: To the solution of 5.5 g (35.0 mmol) 3-fluoro-4-nitrophenol in 55 mL N,N-dimethylformamide, 11.8 g (45.5 mmol) methyl 2,4-dibromobutyrate and 6.3 g (45.5 mmol) potassium carbonate were added. After stirring for 3 h the reaction mixture was poured on ethyl acetate and 1 M aqueous hydrochloric acid and extracted. The organic phases were washed with brine, dried over magnesium sulfate, filtered and evaporated. The residue was purified by column chromatography on silica gel using an MPLC system (Com... Reactants: O=C=NCc1ccccc1Cl, OCCNCCO, CN(C)C=O. Product: O=C(NCc1ccccc1Cl)N(CCO)CCO. RXN SMILES: [Cl:8][c:9]1[c:10]([CH2:11][N:12]=[C:13]=[O:14])[cH:15][cH:16][cH:17][cH:18]1.[NH:1]([CH2:2][CH2:3][OH:4])[CH2:5][CH2:6][OH:7].[O:19]=[CH:20][N:21]([CH3:22])[CH3:23]>>[N:1]([CH2:2][CH2:3][OH:4])([CH2:5][CH2:6][OH:7])[C:13]([NH:12][CH2:11][c:10]1[c:9]([Cl:8])[cH:18][cH:17][cH:16][cH:15]1)=[O:14]. Reactants: C1(=CC=C(C=C1)C1=C(C2=C(N(C(=N2)OC2CC(CCC2)C(=O)OC)CC2=CC=C(C=C2)C2=CC=CC=C2)C=C1F)F)C1=CC=CC=C1 (methyl 3-{[5-(biphenyl-4-yl)-1-(biphenyl-4-ylmethyl)-4,6-difluoro-1H-benzimidazol-2-yl]oxy}cyclohexanecarboxylate), C1=CCC=CC1 (1,4-cyclohexadiene). Reagents/catalysts: [OH-].[OH-].[Pd+2] (Pearlman's Catalyst). The solvent is CCOC(=O)C (EtOAc), CCO (EtOH). The product is C1(=CC=C(C=C1)C1=C(C2=C(NC(=N2)OC2CC(CCC2)C(=O)OC)C=C1F)F)C1=CC=CC=C1 (Methyl 3-{[5-(biphenyl-4-yl)-4,6-difluoro-1H-benzimidazol-2-yl]oxy}cyclohexanecarboxylate). As a reaction SMILES: [C:1]1([C:42]2[CH:47]=[CH:46][CH:45]=[CH:44][CH:43]=2)[CH:6]=[CH:5][C:4]([C:7]2[C:39]([F:40])=[CH:38][C:10]3[N:11](CC4C=CC(C5C=CC=CC=5)=CC=4)[C:12]([O:14][CH:15]4[CH2:20][CH2:19][CH2:18][CH:17]([C:21]([O:23][CH3:24])=[O:22])[CH2:16]4)=[N:13][C:9]=3[C:8]=2[F:41])=[CH:3][CH:2]=1.C1CC=CCC=1>[OH-].[OH-].[Pd+2].CCOC(C)=O.CCO>[C:1]1([C:42]2[CH:43]=[CH:44][CH:45]=[CH:46][CH:47]=2)[CH:2]=[CH:3][C:4]([C:7]2[C:39]([F:40])=[CH:38][C:10]3[NH:11][C:12]([O:14][CH:15]4[CH2:20][CH2:19][CH2:18][CH:17]([C:21]([O:23][CH3:24])=[O:22])[CH2:16]4)=[N:13][C:9]=3[C:8]=2[F:41])=[CH:5][CH:6]=1 |f:2.3.4|. Reported procedure: A suspension of methyl 3-{[5-(biphenyl-4-yl)-1-(biphenyl-4-ylmethyl)-4,6-difluoro-1H-benzimidazol-2-yl]oxy}cyclohexanecarboxylate (0.080 g, 0.127 mmol) and Pearlman's Catalyst (0.016 g, 0.023 mmol) in EtOAc (1.5 ml) and EtOH (0.75 ml) was treated with 1,4-cyclohexadiene (0.24 ml, 2.56 mmol). The resulting reaction mixture was microwaved at 120° C. for 90 minutes and then cooled. The cooled reaction mixture was filtered through a Celite™ pad and the filtrate was removed in vacuo. Purification of ...